From a dataset of the Open Reaction Database (ORD), a public repository of structured organic reaction records. describe an organic reaction: reactants, conditions, products, and yield The reactants are [N+](=O)([O-])C1=CC=C(COC(=O)C=2N3C(C(C3SC2)(Br)C(C2=CN3C=4CCCC4C(=NC3=N2)OC)OC(C)=O)=O)C=C1 (6-[acetoxy-(5-methoxy-7,8-dihydro-6H-3,4,8b-triaza-as-indacen-2-yl)-methyl]-6-bromo-7-oxo-4-thia-1-aza-bicyclo[3.2.0]hept-2-ene-2-carboxylic acid 4-nitro-benzyl ester), [H][H] (hydrogen). Solvent: P(=O)([O-])([O-])[O-] (phosphate), C1CCOC1 (THF). Product: COC1=NC2=NC(=CN2C=2CCCC12)C=C1C2SC=C(N2C1=O)C(=O)O (6-(5-methoxy-7,8-dihydro-6H-3,4,8b-triaza-as-indacen-2-ylmethylene)-7-oxo-4-thia-1-aza-bicyclo[3.2.0]hept-2-ene-2-carboxylic acid). Reaction SMILES: [N+](C1C=CC(C[O:9][C:10]([C:12]2[N:13]3[CH:16]([S:17][CH:18]=2)[C:15]([CH:20](OC(=O)C)[C:21]2[N:32]=[C:31]4[N:23]([C:24]5[CH2:25][CH2:26][CH2:27][C:28]=5[C:29]([O:33][CH3:34])=[N:30]4)[CH:22]=2)(Br)[C:14]3=[O:39])=[O:11])=CC=1)([O-])=O.[H][H]>C1COCC1.P([O-])([O-])([O-])=O>[CH3:34][O:33][C:29]1[C:28]2[CH2:27][CH2:26][CH2:25][C:24]=2[N:23]2[C:31](=[N:32][C:21]([CH:20]=[C:15]3[C:14](=[O:39])[N:13]4[CH:16]3[S:17][CH:18]=[C:12]4[C:10]([OH:11])=[O:9])=[CH:22]2)[N:30]=1. Procedure: 6-[acetoxy-(5-methoxy-7,8-dihydro-6H-3,4,8b-triaza-as-indacen-2-yl)-methyl]-6-bromo-7-oxo-4-thia-1-aza-bicyclo[3.2.0]hept-2-ene-2-carboxylic acid 4-nitro-benzyl ester (966 mg, 1.4 mmol) was suspended in 20 ml THF and 20 ml pH=6.5 aqueous phosphate buffer. The mixture was then subjected to 45 psi hydrogen for two hours. Then it was filtered through a pad of celite and concentrated in vacuo to remove most of the THF. The solution was then cooled to zero degree and basified to pH=8 with 1 N sodium ...